This data is from the Open Reaction Database (ORD), a public repository of structured organic reaction records. The task is: describe an organic reaction: reactants, conditions, products, and yield Reactants: ClC1=C(C=C(C=C1)NC(=O)C1=CC=C(CNC(OC(C)(C)C)=O)C=C1)C1=NC=CC=C1 (Tert-butyl 4-(4-chloro-3-(pyridin-2-yl)phenylcarbamoyl)benzylcarbamate), Cl (HCl). The solvent is O1CCOCC1 (Dioxane). The product is ClC1=C(C=C(C=C1)NC(=O)C1=CC=C(CNC(C2=NC=CC=C2)=O)C=C1)C1=NC=CC=C1 (N-(4-(4-chloro-3-(pyridin-2-yl)phenylcarbamoyl)benzyl)picolinamide), NCC1=CC=C(C(=O)NC2=CC(=C(C=C2)Cl)C2=NC=CC=C2)C=C1 (4-(aminomethyl)-N-(4-chloro-3-(pyridin-2-yl)phenyl)benzamide). RXN SMILES: [Cl:1][C:2]1[CH:7]=[CH:6][C:5]([NH:8][C:9]([C:11]2[CH:25]=[CH:24][C:14]([CH2:15][NH:16][C:17](=O)[O:18]C(C)(C)C)=[CH:13][CH:12]=2)=[O:10])=[CH:4][C:3]=1[C:26]1[CH:31]=[CH:30][CH:29]=[CH:28][N:27]=1.Cl>O1CCOCC1>[Cl:1][C:2]1[CH:7]=[CH:6][C:5]([NH:8][C:9]([C:11]2[CH:12]=[CH:13][C:14]([CH2:15][NH:16][C:17](=[O:18])[C:26]3[CH:31]=[CH:30][CH:29]=[CH:28][N:27]=3)=[CH:24][CH:25]=2)=[O:10])=[CH:4][C:3]=1[C:26]1[CH:31]=[CH:30][CH:29]=[CH:28][N:27]=1.[NH2:16][CH2:15][C:14]1[CH:13]=[CH:12][C:11]([C:9]([NH:8][C:5]2[CH:6]=[CH:7][C:2]([Cl:1])=[C:3]([C:26]3[CH:31]=[CH:30][CH:29]=[CH:28][N:27]=3)[CH:4]=2)=[O:10])=[CH:25][CH:24]=1. Procedure details: mg of 4-chloro-3-(pyridin-2-yl)aniline was coupled to 4-((tert-butoxycarbonylamino)methyl)benzoic acid via Procedure G to yield tert-butyl 4-(4-chloro-3-(pyridin-2-yl)phenylcarbamoyl)benzylcarbamate. Tert-butyl 4-(4-chloro-3-(pyridin-2-yl)phenylcarbamoyl)benzylcarbamate was subsequently treated with 4N HCl in Dioxane to remove the Boc protecting group and form the HCl salt of 4-(aminomethyl)-N-(4-chloro-3-(pyridin-2-yl)phenyl)benzamide. 50 mg of the crude HCl salt of 4-(aminomethyl)-N-(4-chloro-... Run at temperature 110 celsius, time 36 hour. The reactants are CN(C)C(=O)Oc2ccc(c1ccccc1)cc2 (substrate), c1cocn1 (effective_coupling_partner). The reagents and catalysts are dcypt. Yields the product c3ccc(c2ccc(c1ncco1)cc2)cc3. Starting materials: C(C)(=O)C=1C=NN2C(NC=3C=CC=CC3C21)=O (1-acetylpyrazolo[1,5-c]quinazolin-5(6H)-one), Cl.NO (hydroxylamine hydrochloride), N1=CC=CC=C1 (pyridine), ice water. Reaction conditions: time 30 minute. The product is ON=C(C)C1=NN2C(NC=3C=CC=CC3C2=C1)=O (2-[1-(Hydroxyimino)ethyl]pyrazolo[1,5-c]quinazolin-5(6H)-one). Reaction SMILES: C([C:4]1[CH:5]=[N:6][N:7]2[C:16]=1[C:15]1[CH:14]=[CH:13][CH:12]=[CH:11][C:10]=1[NH:9][C:8]2=[O:17])(=O)C.Cl.N[OH:20].[N:21]1C=CC=[CH:23][CH:22]=1>>[OH:20][N:21]=[C:22]([C:5]1[CH:4]=[C:16]2[N:7]([C:8](=[O:17])[NH:9][C:10]3[CH:11]=[CH:12][CH:13]=[CH:14][C:15]=32)[N:6]=1)[CH3:23] |f:1.2|. Reported procedure: 1.5 g (0.0066 mole) of 1-acetylpyrazolo[1,5-c]quinazolin-5(6H)-one and 2.8 g of hydroxylamine hydrochloride in pyridine are stirred overnight at room temperature. The reaction mixture is poured into 450 ml ice-water and stirred for 30 minutes. The fine white precipitates that form are filtered off, washed well with water and dried in vacuo at ~90° for 20 hours. Yield: 1.4 g, m.p. 340°-342°; 87.5%. Reactants: [Al], ClC(Cl)(Cl)Cl, CN(C)C=O, O=Cc1cccc(O)c1, Br[Pb]Br. Yields the product Oc1cccc(C(O)C(Cl)(Cl)Cl)c1. As a reaction SMILES: [Al:1].[C:14]([Cl:15])([Cl:16])([Cl:17])[Cl:18].[CH3:19][N:20]([CH3:21])[CH:22]=[O:23].[OH:5][c:6]1[cH:7][c:8]([CH:9]=[O:10])[cH:11][cH:12][cH:13]1.[Pb:2]([Br:3])[Br:4]>>[OH:5][c:6]1[cH:7][c:8]([CH:9]([OH:10])[C:14]([Cl:15])([Cl:16])[Cl:17])[cH:11][cH:12][cH:13]1.